From a dataset of the Open Reaction Database (ORD), a public repository of structured organic reaction records. describe an organic reaction: reactants, conditions, products, and yield Reactants: Cc1nccc(N)n1, Cc1c(Cl)cccc1S(=O)(=O)Cl, c1ccncc1. Yields the product Cc1nccc(NS(=O)(=O)c2cccc(Cl)c2C)n1. Reaction SMILES: [CH3:1][c:2]1[n:3][cH:4][cH:5][c:6]([NH2:8])[n:7]1.[Cl:9][c:10]1[c:11]([CH3:20])[c:12]([S:16](=[O:17])(=[O:18])[Cl:19])[cH:13][cH:14][cH:15]1.[cH:21]1[cH:22][cH:23][n:24][cH:25][cH:26]1>>[CH3:1][c:2]1[n:3][cH:4][cH:5][c:6]([NH:8][S:16]([c:12]2[c:11]([CH3:20])[c:10]([Cl:9])[cH:15][cH:14][cH:13]2)(=[O:17])=[O:18])[n:7]1. Reactants: CC#N, Cc1nc2n(c(=O)c1CCCl)CCCC2, Cl, O=C(c1ccc(F)cc1F)C1CCNCC1, [I-], [K+], [Na+], O, O=C([O-])O. Yields the product Cc1nc2n(c(=O)c1CCN1CCC(C(=O)c3ccc(F)cc3F)CC1)CCCC2. As a reaction SMILES: [CH3:41][C:42]#[N:43].[Cl:18][CH2:19][CH2:20][c:21]1[c:22]([CH3:32])[n:23][c:24]2[n:25]([c:26]1=[O:27])[CH2:28][CH2:29][CH2:30][CH2:31]2.[ClH:1].[F:2][c:3]1[c:4]([C:5](=[O:6])[CH:7]2[CH2:8][CH2:9][NH:10][CH2:11][CH2:12]2)[cH:13][cH:14][c:15]([F:17])[cH:16]1.[I-:39].[K+:38].[Na+:33].[OH2:40].[OH:34][C:35](=[O:36])[O-:37]>>[F:2][c:3]1[c:4]([C:5](=[O:6])[CH:7]2[CH2:8][CH2:9][N:10]([CH2:19][CH2:20][c:21]3[c:22]([CH3:32])[n:23][c:24]4[n:25]([c:26]3=[O:27])[CH2:28][CH2:29][CH2:30][CH2:31]4)[CH2:11][CH2:12]2)[cH:13][cH:14][c:15]([F:17])[cH:16]1. Isolated yield 407.0%. The reactants are O[C@@H](C(=O)O)CC1=CC=CC=C1 ((2R)-2-Hydroxy-3-phenylpropanoic acid), C1(=CC=C(C=C1)S(=O)(=O)O)C (p-Toluenesulfonic acid). As a reaction SMILES: [OH:1][C@H:2]([CH2:6][C:7]1[CH:12]=[CH:11][CH:10]=[CH:9][CH:8]=1)[C:3]([OH:5])=[O:4].[C:13]1(C)C=CC(S(O)(=O)=O)=CC=1>CO>[OH:1][C@H:2]([CH2:6][C:7]1[CH:12]=[CH:11][CH:10]=[CH:9][CH:8]=1)[C:3]([O:5][CH3:13])=[O:4]. The product is O[C@@H](C(=O)OC)CC1=CC=CC=C1 (Methyl (2R)-2-Hydroxy-3-phenylpropanoate). Run in CO (methanol). Reported procedure: Following the procedure of Cohen (J. Am. Chem. Soc., 1964, 86, 5326), the resultant compound from Example 89 (8.6 g, 52 mmol) was dissolved in dry methanol (250 ml). p-Toluenesulfonic acid (2 g, 10.5 mmol) was added and the solution was refluxed for 2 h. The cooled solution was concentrated in vacuo and the residue was dissolved in ether (400 ml). The ether solution was washed with saturated aqueous NaHCO3 (3×50 ml), water (2×50 ml), 0.1N H2SO4 (1×50 ml), water (1×50 ml), dried over Na2SO4, and ... Reaction conditions: temperature -78 celsius, time 20 minute. Reaction SMILES: [Cl:1][C:2]1[C:7]([Cl:8])=[CH:6][CH:5]=[CH:4][N:3]=1.C([Li])CCC.CN([CH:17]=[O:18])C>C1COCC1>[Cl:1][C:2]1[C:7]([Cl:8])=[C:6]([CH:17]=[O:18])[CH:5]=[CH:4][N:3]=1. Starting materials: C(CCC)[Li] (n-butyllithium), ClC1=NC=CC=C1Cl (2,3-dichloropyridine), CN(C)C=O (DMF). Run in C1CCOC1 (THF). Reported procedure: To a solution of 2,3-dichloropyridine [C.A.S. 2402-77-9] (10 g, 67.57 mmol) in dry THF (200 ml) cooled at −78° C. under a nitrogen atmosphere, was added dropwise n-butyllithium (37.165 ml, 74 mmol, 2 M in hexanes). The resulting reaction mixture was stirred at −78° C. for 20 min. Then dry DMF (6.28 ml, 81.087 mmol) was added dropwise. After 15 min. stirring at −78° C., the mixture was allowed to warm to r.t., quenched with water and extracted with DCM. The combined organic extracts were dried (N... The product is ClC1=NC=CC(=C1Cl)C=O (2,3-Dichloro-pyridine-4-carbaldehyde). Starting materials: ClC1=CC(=C(C=C1)NC(COCC(=O)O)=O)C(=O)OC ((2-([4-chloro-2-(methoxycarbonyl)phenyl]amino)-2-oxoethoxy)acetic acid), N1=CC=C(C=C1)C1=CC=C(N)C=C1 (4-(pyridin-4-yl)aniline), Cl.C(C)N=C=NCCCN(C)C (1-ethyl-3-(3-dimethylaminopropyl)carbodiimide hydrochloride), ON1N=NC2=C1C=CC=C2 (1-hydroxybenzotriazole), C([O-])(O)=O.[Na+] (sodium bicarbonate). Run in CC(=O)N(C)C (DMA). The product is ClC=1C=CC(=C(C(=O)O)C1)NC(COCC(NC1=CC=C(C=C1)C1=CC=NC=C1)=O)=O (5-chloro-2-([(2-oxo-2-([4-(pyridin-4-yl)phenyl]amino)ethoxy)acetyl]amino)benzoic acid). The yield is 87.3%. As a reaction SMILES: [Cl:1][C:2]1[CH:7]=[CH:6][C:5]([NH:8][C:9](=[O:16])[CH2:10][O:11][CH2:12][C:13]([OH:15])=O)=[C:4]([C:17]([O:19]C)=[O:18])[CH:3]=1.[N:21]1[CH:26]=[CH:25][C:24]([C:27]2[CH:33]=[CH:32][C:30]([NH2:31])=[CH:29][CH:28]=2)=[CH:23][CH:22]=1.Cl.C(N=C=NCCCN(C)C)C.ON1C2C=CC=CC=2N=N1.C(=O)(O)[O-].[Na+]>CC(N(C)C)=O>[Cl:1][C:2]1[CH:7]=[CH:6][C:5]([NH:8][C:9](=[O:16])[CH2:10][O:11][CH2:12][C:13](=[O:15])[NH:31][C:30]2[CH:29]=[CH:28][C:27]([C:24]3[CH:23]=[CH:22][N:21]=[CH:26][CH:25]=3)=[CH:33][CH:32]=2)=[C:4]([CH:3]=1)[C:17]([OH:19])=[O:18] |f:2.3,5.6|. Procedure details: 0.75 g (2.5 mmol) of (2-([4-chloro-2-(methoxycarbonyl)phenyl]amino)-2-oxoethoxy)acetic acid, 0.43 g (2.5 mmol) of 4-(pyridin-4-yl)aniline, 0.58 g (3.0 mmol) of 1-ethyl-3-(3-dimethylaminopropyl)carbodiimide hydrochloride, 0.41 g (3.0 mmol) of 1-hydroxybenzotriazole were stirred in 5.3 mL of DMA for 2 hours. After completion of the reaction, the reaction solution was introduced into an aqueous sodium bicarbonate solution. The solid was separated by filtration, and washed with water to give 0.96 g ... The reactants are C1(=CC=CC=C1)CC(=O)Cl (phenylacetyl chloride), [H-].[Na+] (NaH), C(CC#N)#N (malononitrile). Run in C1CCOC1 (THF), C1CCOC1 (THF), C1CCOC1 (THF). Reaction conditions: time 30 minute. Product: OC(CC1=CC=CC=C1)=C(C#N)C#N ((1-hydroxy-2-phenylethylidene)malononitrile). Isolated yield 94.2%. As a reaction SMILES: [H-].[Na+].[C:3](#[N:7])[CH2:4][C:5]#[N:6].[C:8]1([CH2:14][C:15](Cl)=[O:16])[CH:13]=[CH:12][CH:11]=[CH:10][CH:9]=1>C1COCC1>[OH:16][C:15](=[C:4]([C:3]#[N:7])[C:5]#[N:6])[CH2:14][C:8]1[CH:13]=[CH:12][CH:11]=[CH:10][CH:9]=1 |f:0.1|. Procedure details: To 60% NaH/mineral oil dispersion (3.2 g, 79.5 mmol) in THF (100 ml) at room temperature under argon was added dropwise malononitrile (5.0 ml, 79.5 mmol) in THF (20 ml) over 30 minutes. The reaction mixture was stirred at room temperature for 30 minutes, then phenylacetyl chloride (10.5 ml, 79.5 mmol) in THF (10 ml) was added dropwise over 10 minutes. The reaction mixture was stirred at room temperature for 1.5 hours, the solvent was removed in vacuo, and the residue was partitioned between ethe... Starting materials: COC1CN=C(S1)N1CCN(CC1)C1=CC=C(C=C1)O (4-[4-(4,5-dihydro-5-methoxy-2-thiazolyl)-1-piperazinyl]phenol), Br (hydrobromic acid). The product is S1C(=NC=C1)N1CCN(CC1)C1=CC=C(C=C1)O (4-[4-(2-thiazolyl)-1-piperazinyl]phenol). The yield is 68.0%. As a reaction SMILES: CO[CH:3]1[S:7][C:6]([N:8]2[CH2:13][CH2:12][N:11]([C:14]3[CH:19]=[CH:18][C:17]([OH:20])=[CH:16][CH:15]=3)[CH2:10][CH2:9]2)=[N:5][CH2:4]1.Br>>[S:7]1[CH:3]=[CH:4][N:5]=[C:6]1[N:8]1[CH2:9][CH2:10][N:11]([C:14]2[CH:15]=[CH:16][C:17]([OH:20])=[CH:18][CH:19]=2)[CH2:12][CH2:13]1. Procedure: A mixture of 4 parts of 4-[4-(4,5-dihydro-5-methoxy-2-thiazolyl)-1-piperazinyl]phenol and 150 parts of a hydrobromic acid solution 48% is stirred and refluxed for 12 hours. The reaction mixture is evaporated and the residue is dissolved in water. The precipitated product is filtered off and crystallized from 4-methyl-2-pentanone. The product is filtered off and dried, yielding 2.5 parts (68%) of 4-[4-(2-thiazolyl)-1-piperazinyl]phenol; mp. 169.9° C.